From a dataset of the Open Reaction Database (ORD), a public repository of structured organic reaction records. describe an organic reaction: reactants, conditions, products, and yield Reactants: C([C@@H]1[C@@H]2[C@@H]([C@H]([C@H](O1)O[C@@H]3[C@H](O[C@@H]([C@@H]([C@H]3O)O)O[C@@H]4[C@H](O[C@@H]([C@@H]([C@H]4O)O)O[C@@H]5[C@H](O[C@@H]([C@@H]([C@H]5O)O)O[C@@H]6[C@H](O[C@@H]([C@@H]([C@H]6O)O)O[C@@H]7[C@H](O[C@H](O2)[C@@H]([C@H]7O)O)CO)CO)CO)CO)CO)O)O)O (α-cyclodextrin), P(O)(O)(O)=O (phosphoric acid). The product is C([C@@H]1[C@@H]2[C@@H]([C@H]([C@H](O1)O[C@@H]3[C@H](O[C@@H]([C@@H]([C@H]3O)O)O[C@@H]4[C@H](O[C@@H]([C@@H]([C@H]4O)O)O[C@@H]5[C@H](O[C@@H]([C@@H]([C@H]5O)O)O[C@@H]6[C@H](O[C@@H]([C@@H]([C@H]6O)O)O[C@@H]7[C@H](O[C@H](O2)[C@@H]([C@H]7O)O)CO)CO)CO)CO)CO)O)O)O.P(O)(O)(O)=O (α-cyclodextrin phosphoric acid). RXN SMILES: [CH2:1]([OH:66])[C@H:2]1[O:7][C@@H:6]2[O:8][C@H:9]3[C@H:14]([OH:15])[C@@H:13]([OH:16])[C@@H:12]([O:17][C@H:18]4[C@H:23]([OH:24])[C@@H:22]([OH:25])[C@@H:21]([O:26][C@H:27]5[C@H:32]([OH:33])[C@@H:31]([OH:34])[C@@H:30]([O:35][C@H:36]6[C@H:41]([OH:42])[C@@H:40]([OH:43])[C@@H:39]([O:44][C@H:45]7[C@H:51]([OH:52])[C@@H:50]([OH:53])[C@@H:48]([O:49][C@H:3]1[C@H:4]([OH:65])[C@H:5]2[OH:64])[O:47][C@@H:46]7[CH2:54][OH:55])[O:38][C@@H:37]6[CH2:56][OH:57])[O:29][C@@H:28]5[CH2:58][OH:59])[O:20][C@@H:19]4[CH2:60][OH:61])[O:11][C@@H:10]3[CH2:62][OH:63].[P:67](=[O:71])([OH:70])([OH:69])[OH:68]>>[CH2:56]([OH:57])[C@H:37]1[O:38][C@@H:39]2[O:44][C@H:45]3[C@H:51]([OH:52])[C@@H:50]([OH:53])[C@@H:48]([O:49][C@H:3]4[C@H:4]([OH:65])[C@@H:5]([OH:64])[C@@H:6]([O:8][C@H:9]5[C@H:14]([OH:15])[C@@H:13]([OH:16])[C@@H:12]([O:17][C@H:18]6[C@H:23]([OH:24])[C@@H:22]([OH:25])[C@@H:21]([O:26][C@H:27]7[C@H:32]([OH:33])[C@@H:31]([OH:34])[C@@H:30]([O:35][C@H:36]1[C@H:41]([OH:42])[C@H:40]2[OH:43])[O:29][C@@H:28]7[CH2:58][OH:59])[O:20][C@@H:19]6[CH2:60][OH:61])[O:11][C@@H:10]5[CH2:62][OH:63])[O:7][C@@H:2]4[CH2:1][OH:66])[O:47][C@@H:46]3[CH2:54][OH:55].[P:67](=[O:68])([OH:71])([OH:70])[OH:69] |f:2.3|. Procedure: 10 g of α-cyclodextrin is homogenized with 2.5 ml of 30% by weight phosphoric acid of 0° C. in a rub mortar then dried in drying oven at 60° C. 10.8 g of the α-cyclodextrin-phosphoric acid inclusion complex are obtained which has a phosphoric acid content of 7.5% and the incorporation rate is 0.83 moles/mole. Reactants: N1=CNC(C2=C1NC1=CC=CC=C21)=O (3H-pyrimido[4,5-b]indol-4(9H)-one), P(=O)(Cl)(Cl)Cl (phosphorous oxychloride). The product is ClC1=NC=NC=2NC3=CC=CC=C3C21 (4-chloro-9H-pyrimido[4,5-b]indole). RXN SMILES: [N:1]1[C:6]2[NH:7][C:8]3[C:13]([C:5]=2[C:4](=O)[NH:3][CH:2]=1)=[CH:12][CH:11]=[CH:10][CH:9]=3.P(Cl)(Cl)([Cl:17])=O>>[Cl:17][C:4]1[C:5]2[C:13]3[C:8](=[CH:9][CH:10]=[CH:11][CH:12]=3)[NH:7][C:6]=2[N:1]=[CH:2][N:3]=1. Procedure details: A suspension of 3H-pyrimido[4,5-b]indol-4(9H)-one (0.091 g, 0.491 mmol) in phosphorous oxychloride (8 mL) was refluxed under nitrogen for 24 hours. Phosphorous oxychloride was removed by evaporation and the residue was partitioned between water (20 mL) and chloroform (2×20 mL). The organic extracts were filtered through celite, dried (Na2SO4) and concentrated to give 4-chloro-9H-pyrimido[4,5-b]indole as a yellow solid (0.103 g, 0.50 mmol, quantitative). 1H NMR (500 MHz, CDCl3) δ 7.60 (1H, dd, J=... Starting materials: CCc1noc(CCN(C(=O)[O-])C(C)(C)C)n1, ClCCl, Cl. Product: Cl, CCc1noc(CCN)n1. RXN SMILES: [C:1]([N:5]([C:2](=[O:3])[O-:4])[CH2:9][CH2:10][c:11]1[n:12][c:13]([CH2:16][CH3:17])[n:14][o:15]1)([CH3:6])([CH3:7])[CH3:8].[Cl:19][CH2:20][Cl:21].[ClH:18]>>[ClH:18].[NH2:5][CH2:9][CH2:10][c:11]1[n:12][c:13]([CH2:16][CH3:17])[n:14][o:15]1. The reactants are CCc1cc(Br)cc2c(C)n[nH]c12, [Li]C(C)(C)C, O=C([O-])O, CCCCC, CN(C)C=O, Cl, [H-], [Na+], [Na+], C1CCOC1. Yields the product CCc1cc(C=O)cc2c(C)n[nH]c12. As a reaction SMILES: [Br:1][c:2]1[cH:3][c:4]2[c:5]([CH3:13])[n:6][nH:7][c:8]2[c:9]([CH2:11][CH3:12])[cH:10]1.[C:16]([Li:17])([CH3:18])([CH3:19])[CH3:20].[C:27]([O-:28])(=[O:29])[OH:30].[CH3:21][CH2:22][CH2:23][CH2:24][CH3:25].[CH3:32][N:33]([CH3:34])[CH:35]=[O:36].[ClH:26].[H-:14].[Na+:15].[Na+:31].[O:37]1[CH2:38][CH2:39][CH2:40][CH2:41]1>>[c:2]1([CH:27]=[O:28])[cH:3][c:4]2[c:5]([CH3:13])[n:6][nH:7][c:8]2[c:9]([CH2:11][CH3:12])[cH:10]1. As a reaction SMILES: [C:1]([n:2]1[cH:3][cH:4][n:5][cH:6]1)(=[O:7])[n:8]1[cH:9][n:10][cH:11][cH:12]1.[C:27](=[O:28])=[O:29].[CH3:13][S:14]([CH3:15])=[O:16].[Cl:17][c:18]1[cH:19][c:20]([CH2:21][OH:22])[cH:23][c:24]([Cl:26])[cH:25]1.[OH2:30]>>[CH2:1]([n:8]1[cH:9][n:10][cH:11][cH:12]1)[c:20]1[cH:19][c:18]([Cl:17])[cH:25][c:24]([Cl:26])[cH:23]1. Product: Clc1cc(Cl)cc(Cn2ccnc2)c1. The reactants are O=C(n1ccnc1)n1ccnc1, O=C=O, CS(C)=O, OCc1cc(Cl)cc(Cl)c1, O. Starting materials: [N+](=O)([O-])C1=CC=C(C=C1)SC1=CC=CC2=CC=CC=C12 (1-(4--Nitrophenylthio)naphthalene). The reagents and catalysts are [Pd] (Pd/C). The solvent is C(C)(=O)OCC (ethyl acetate). Product: NC1=CC=C(C=C1)SC1=CC=CC2=CC=CC=C12 (1-(4-aminophenylthio)naphthalene). Yield: 0.1%. Reaction SMILES: [N+:1]([C:4]1[CH:9]=[CH:8][C:7]([S:10][C:11]2[C:20]3[C:15](=[CH:16][CH:17]=[CH:18][CH:19]=3)[CH:14]=[CH:13][CH:12]=2)=[CH:6][CH:5]=1)([O-])=O>C(OCC)(=O)C.[Pd]>[NH2:1][C:4]1[CH:9]=[CH:8][C:7]([S:10][C:11]2[C:20]3[C:15](=[CH:16][CH:17]=[CH:18][CH:19]=3)[CH:14]=[CH:13][CH:12]=2)=[CH:6][CH:5]=1. Procedure details: 1-(4--Nitrophenylthio)naphthalene (39.0 moles, 11.0 g) was dissolved in 200 ml ethyl acetate and hydrogenated over 8 g of 5% Pd/C at 40 psi for 1 hr at room temperature. The solution was filtered through celite and the solvent removed to yield 1-(4-aminophenylthio)naphthalene 9.0 g, 92%. Mass spec (FD) 251. Calculated for C15H17NS: C, 76.46; H, 5.21, N, 5.57 Found: C, 76.71; H, 5.39; N, 5.47.